From a dataset of the Open Reaction Database (ORD), a public repository of structured organic reaction records. describe an organic reaction: reactants, conditions, products, and yield Procedure details: A solution of 1-(5-chloropyridin-2-yl)piperazine (0.037 g, 0.186 mmol), 2-(2-oxo-3,3-diphenylpyrrolidin-1-yl)acetic acid (Example 1C, 0.050 g, 0.169 mmol) and N1-((ethylimino)methylene)-N3,N3-dimethylpropane-1,3-diamine hydrochloride (0.049 g, 0.254 mmol) in dichloromethane (2 mL) was stirred at room temperature. After stirring overnight, the reaction was loaded directly onto a SF15-12 silica gel column (Analogix®, Burlington, Wis.), and the title compound was eluted using a gradient of 5% to 10... Solvent: ClCCl (dichloromethane). Reaction SMILES: [Cl:1][C:2]1[CH:3]=[CH:4][C:5]([N:8]2[CH2:13][CH2:12][NH:11][CH2:10][CH2:9]2)=[N:6][CH:7]=1.[O:14]=[C:15]1[C:19]([C:26]2[CH:31]=[CH:30][CH:29]=[CH:28][CH:27]=2)([C:20]2[CH:25]=[CH:24][CH:23]=[CH:22][CH:21]=2)[CH2:18][CH2:17][N:16]1[CH2:32][C:33](O)=[O:34].Cl.C(N=C=NCCCN(C)C)C>ClCCl>[Cl:1][C:2]1[CH:3]=[CH:4][C:5]([N:8]2[CH2:9][CH2:10][N:11]([C:33](=[O:34])[CH2:32][N:16]3[CH2:17][CH2:18][C:19]([C:20]4[CH:25]=[CH:24][CH:23]=[CH:22][CH:21]=4)([C:26]4[CH:31]=[CH:30][CH:29]=[CH:28][CH:27]=4)[C:15]3=[O:14])[CH2:12][CH2:13]2)=[N:6][CH:7]=1 |f:2.3|. The product is ClC=1C=CC(=NC1)N1CCN(CC1)C(CN1C(C(CC1)(C1=CC=CC=C1)C1=CC=CC=C1)=O)=O (1-{2-[4-(5-chloropyridin-2-yl)piperazin-1-yl]-2-oxoethyl}-3,3-diphenylpyrrolidin-2-one). The reactants are ClC=1C=CC(=NC1)N1CCNCC1 (1-(5-chloropyridin-2-yl)piperazine), O=C1N(CCC1(C1=CC=CC=C1)C1=CC=CC=C1)CC(=O)O (2-(2-oxo-3,3-diphenylpyrrolidin-1-yl)acetic acid), Cl.C(C)N=C=NCCCN(C)C (N1-((ethylimino)methylene)-N3,N3-dimethylpropane-1,3-diamine hydrochloride). Reaction conditions: time 8 hour. Reactants: N#CBr (Cyanogen bromide), O (water), ice water, N1=CC=C(C=C1)COC=1C=C(C(=CC1)N)N (4-(Pyridin-4-ylmethoxy)benzene-1,2-diamine). The solvent is C(C)#N (acetonitrile). Reaction conditions: time 16 hour. The product is Br.N1=CC=C(C=C1)COC1=CC2=C(NC(=N2)N)C=C1 (5-(pyridin-4-ylmethoxy)-1H-benzo[d]imidazol-2-amine hydrobromide). Isolated yield 86.0%. Reaction SMILES: [N:1]1[CH:6]=[CH:5][C:4]([CH2:7][O:8][C:9]2[CH:10]=[C:11]([NH2:16])[C:12]([NH2:15])=[CH:13][CH:14]=2)=[CH:3][CH:2]=1.O.[N:18]#[C:19][Br:20]>C(#N)C>[BrH:20].[N:1]1[CH:6]=[CH:5][C:4]([CH2:7][O:8][C:9]2[CH:14]=[CH:13][C:12]3[NH:15][C:19]([NH2:18])=[N:16][C:11]=3[CH:10]=2)=[CH:3][CH:2]=1 |f:4.5|. Procedure details: 4-(Pyridin-4-ylmethoxy)benzene-1,2-diamine (21.4 mmoles, 0.460 g, 1 equivalent) was dissolved in acetonitrile (10 ml) and water (5 ml) and cooled to 0-5° C. (ice-water). Cyanogen bromide (0.226 g, 21.4 mmoles, 1 equivalent) was added in one lot and the reaction mixture was allowed to go to room temperature and stirred for 16 hours. The reaction mixture was then evaporated under reduced pressure to 0.4571 g of 5-(pyridin-4-ylmethoxy)-1H-benzo[d]imidazol-2-amine hydrobromide (yield: 86%) which was... Product: O=C(O)CCCCCCC(=O)Nc1cccc(-c2ccccc2)c1. Reactants: C1CCOC1, [K+], [OH-], COC(=O)CCCCCCC(=O)Nc1cccc(-c2ccccc2)c1. RXN SMILES: [CH2:28]1[O:29][CH2:30][CH2:31][CH2:32]1.[K+:27].[OH-:26].[c:1]1(-[c:20]2[cH:21][cH:22][cH:23][cH:24][cH:25]2)[cH:2][c:3]([NH:7][C:8]([CH2:9][CH2:10][CH2:11][CH2:12][CH2:13][CH2:14][C:15](=[O:16])[O:17][CH3:18])=[O:19])[cH:4][cH:5][cH:6]1>>[c:1]1(-[c:20]2[cH:21][cH:22][cH:23][cH:24][cH:25]2)[cH:2][c:3]([NH:7][C:8]([CH2:9][CH2:10][CH2:11][CH2:12][CH2:13][CH2:14][C:15](=[O:16])[OH:17])=[O:19])[cH:4][cH:5][cH:6]1. Reactants: [BH4-], C#CCNc1ccc(F)cc1[N+](=O)[O-], CCO, O=[N+]([O-])Nc1ccccc1, [Na+], [Na+], [OH-], O, O, O, Cl[Sn]Cl. Product: C#CCNc1ccc(F)cc1N. As a reaction SMILES: [BH4-:20].[CH2:1]([C:2]#[CH:3])[NH:4][c:5]1[c:6]([N+:12]([O-:13])=[O:14])[cH:7][c:8]([F:11])[cH:9][cH:10]1.[CH3:34][CH2:35][OH:36].[N+:22]([NH:23][c:24]1[cH:25][cH:26][cH:27][cH:28][cH:29]1)([O-:30])=[O:31].[Na+:21].[Na+:33].[OH-:32].[OH2:15].[OH2:16].[OH2:37].[Sn:17]([Cl:18])[Cl:19]>>[CH2:1]([C:2]#[CH:3])[NH:4][c:5]1[c:6]([NH2:12])[cH:7][c:8]([F:11])[cH:9][cH:10]1. Starting materials: N#Cc1c[nH]c(C(=O)Nc2ccc(Br)cc2C2=CCCCC2)n1, [Li]C(C)(C)C, C1CCOC1, CC(C)=O, CCOC(C)=O, CC(C)[Mg+], [Cl-], [Cl-], [NH4+]. The product is CC(C)(O)c1ccc(NC(=O)c2nc(C#N)c[nH]2)c(C2=CCCCC2)c1. RXN SMILES: [Br:1][c:2]1[cH:3][c:4]([C:18]2=[CH:19][CH2:20][CH2:21][CH2:22][CH2:23]2)[c:5]([NH:8][C:9](=[O:10])[c:11]2[nH:12][cH:13][c:14]([C:16]#[N:17])[n:15]2)[cH:6][cH:7]1.[C:29]([Li:30])([CH3:31])([CH3:32])[CH3:33].[CH2:40]1[O:41][CH2:42][CH2:43][CH2:44]1.[CH3:34][C:35]([CH3:36])=[O:37].[CH3:45][CH2:46][O:47][C:48]([CH3:49])=[O:50].[CH:25]([Mg+:26])([CH3:27])[CH3:28].[Cl-:24].[Cl-:38].[NH4+:39]>>[c:2]1([C:35]([CH3:34])([CH3:36])[OH:37])[cH:3][c:4]([C:18]2=[CH:19][CH2:20][CH2:21][CH2:22][CH2:23]2)[c:5]([NH:8][C:9](=[O:10])[c:11]2[nH:12][cH:13][c:14]([C:16]#[N:17])[n:15]2)[cH:6][cH:7]1. Starting materials: ClC1=C(COCCN(C(NC=2SC(=CN2)SCC(C(=O)O)(C)C)=O)[C@@H]2CC[C@H](CC2)C)C=CC=C1 (3-{2-[3-[2-(2-chloro-benzyloxy)-ethyl]-3-(trans-4-methyl-cyclohexyl)-ureido]-thiazol-5-ylsulfanyl}-2,2-dimethyl-propionic acid), BrCC1=C(C=C(C=C1)F)F (1-bromomethyl-2,4-difluoro-benzene), C(C)OC(C(C)(C)SC1=CN=C(S1)N)=O (2-(2-amino-thiazol-5-ylsulfanyl)-2-methyl-propionic acid ethyl ester). The product is FC1=C(COCCN(C(NC=2SC(=CN2)SC(C(=O)O)(C)C)=O)[C@@H]2CC[C@H](CC2)C)C=CC(=C1)F (2-{2-[3-[2-(2,4-Difluoro-benzyloxy)-ethyl]-3-(trans-4-methyl-cyclohexyl)-ureido]-thiazol-5-ylsulfanyl}-2-methyl-propionic acid). As a reaction SMILES: ClC1C=CC=CC=1C[O:5][CH2:6][CH2:7][N:8]([C@H:25]1[CH2:30][CH2:29][C@H:28]([CH3:31])[CH2:27][CH2:26]1)[C:9](=[O:24])NC1SC(SCC(C)(C)C(O)=O)=CN=1.Br[CH2:37][C:38]1[CH:43]=[CH:42][C:41]([F:44])=[CH:40][C:39]=1[F:45].C([O:48][C:49](=[O:60])[C:50]([S:53][C:54]1[S:58][C:57]([NH2:59])=[N:56][CH:55]=1)([CH3:52])[CH3:51])C>>[F:45][C:39]1[CH:40]=[C:41]([F:44])[CH:42]=[CH:43][C:38]=1[CH2:37][O:5][CH2:6][CH2:7][N:8]([C@H:25]1[CH2:26][CH2:27][C@H:28]([CH3:31])[CH2:29][CH2:30]1)[C:9](=[O:24])[NH:59][C:57]1[S:58][C:54]([S:53][C:50]([CH3:51])([CH3:52])[C:49]([OH:48])=[O:60])=[CH:55][N:56]=1. Procedure: The compound was prepared following an analogous procedure to the one described for the synthesis of 3-{2-[3-[2-(2-chloro-benzyloxy)-ethyl]-3-(trans-4-methyl-cyclohexyl)-ureido]-thiazol-5-ylsulfanyl}-2,2-dimethyl-propionic acid using 1-bromomethyl-2,4-difluoro-benzene and 2-(2-amino-thiazol-5-ylsulfanyl)-2-methyl-propionic acid ethyl ester. Starting materials: C1(CC1)N1C=NC2=C1C(=NC(=C2)C2=CC=C1C(=C2)NC(C12CCNCC2)=O)O[C@H](C)[C@H]2CNC(C2)=O (6-(3-cyclopropyl-4-((R)-1-((R)-5-oxopyrrolidin-3-yl)ethoxy)-3H-imidazo[4,5-c]pyridin-6-yl)spiro[indoline-3,4′-piperidin]-2-one), C(=O)(C(F)(F)F)O (TFA), CO (MeOH), O1CC(C1)=O (oxetan-3-one), TEA, Na(CN)BH3. The solvent is C(Cl)Cl (DCM). Run at time 45 minute. The product is C1(CC1)N1C=NC2=C1C(=NC(=C2)C2=CC=C1C(=C2)NC(C12CCN(CC2)C2COC2)=O)O[C@H](C)[C@H]2CNC(C2)=O (6-(3-cyclopropyl-4-((R)-1-((R)-5-oxopyrrolidin-3-yl)ethoxy)-3H-imidazo[4,5-c]pyridin-6-yl)-1′-(oxetan-3-yl)spiro[indoline-3,4′-piperidin]-2-one). Reaction SMILES: [CH:1]1([N:4]2[C:8]3[C:9]([O:28][C@@H:29]([C@@H:31]4[CH2:35][C:34](=[O:36])[NH:33][CH2:32]4)[CH3:30])=[N:10][C:11]([C:13]4[CH:18]=[C:17]5[NH:19][C:20](=[O:27])[C:21]6([CH2:26][CH2:25][NH:24][CH2:23][CH2:22]6)[C:16]5=[CH:15][CH:14]=4)=[CH:12][C:7]=3[N:6]=[CH:5]2)[CH2:3][CH2:2]1.C(O)(C(F)(F)F)=O.CO.[O:46]1[CH2:49][C:48](=O)[CH2:47]1>C(Cl)Cl>[CH:1]1([N:4]2[C:8]3[C:9]([O:28][C@@H:29]([C@@H:31]4[CH2:35][C:34](=[O:36])[NH:33][CH2:32]4)[CH3:30])=[N:10][C:11]([C:13]4[CH:18]=[C:17]5[NH:19][C:20](=[O:27])[C:21]6([CH2:22][CH2:23][N:24]([CH:48]7[CH2:49][O:46][CH2:47]7)[CH2:25][CH2:26]6)[C:16]5=[CH:15][CH:14]=4)=[CH:12][C:7]=3[N:6]=[CH:5]2)[CH2:2][CH2:3]1. Procedure: To a solution of 6-(3-cyclopropyl-4-((R)-1-((R)-5-oxopyrrolidin-3-yl)ethoxy)-3H-imidazo[4,5-c]pyridin-6-yl)spiro[indoline-3,4′-piperidin]-2-one: 3.78 (TFA salt) (28 mg) in DCM (2 mL) and MeOH (1 mL) was added oxetan-3-one (4.98 mg, 0.069 mmol) and TEA (1 mL) (to neutralize TFA). The mixture was stirred for 45 minutes then followed by addition of Na(CN)BH3 (5.1 mg, 0.081 mmol). Reaction mixture was stirred for 30 minutes. Reaction was done based on LCMS. The solvent was removed and the residue wa... Starting materials: C(C)(C)N(C(C)C)CC (N,N-diisopropylethylamine), N[C@@H](CCOCC1=CC=CC=C1)C1=NN2C(C(N1C1=CC(=CC(=C1)F)F)=O)=C(C=C2)C#N ((S)-2-(1-amino-3-(benzyloxy)propyl)-3-(3,5-difluorophenyl)-4-oxo-3,4-dihydropyrrolo[2,1-f][1,2,4]triazine-5-carbonitrile), NC1=NC=NC(=C1C#N)Cl (4-amino-6-chloropyrimidine-5-carbonitrile), C(C)(C)N(C(C)C)CC (N,N-Diisopropylethylamine). Solvent: C(CCC)O (1-butanol). Conditions: temperature 120 celsius, time 8 hour. Product: NC1=C(C(=NC=N1)N[C@@H](CCOCC1=CC=CC=C1)C1=NN2C(C(N1C1=CC(=CC(=C1)F)F)=O)=C(C=C2)C#N)C#N ((S)-2-(1-((6-Amino-5-cyanopyrimidin-4-yl)amino)-3-(benzyloxy)propyl)-3-(3,5-difluorophenyl)-4-oxo-3,4-dihydropyrrolo[2,1-f][1,2,4]triazine-5-carbonitrile). Yield: 61.4%. Reaction SMILES: [NH2:1][C@H:2]([C:13]1[N:18]([C:19]2[CH:24]=[C:23]([F:25])[CH:22]=[C:21]([F:26])[CH:20]=2)[C:17](=[O:27])[C:16]2=[C:28]([C:31]#[N:32])[CH:29]=[CH:30][N:15]2[N:14]=1)[CH2:3][CH2:4][O:5][CH2:6][C:7]1[CH:12]=[CH:11][CH:10]=[CH:9][CH:8]=1.[NH2:33][C:34]1[C:39]([C:40]#[N:41])=[C:38](Cl)[N:37]=[CH:36][N:35]=1.C(N(CC)C(C)C)(C)C>C(O)CCC>[NH2:33][C:34]1[N:35]=[CH:36][N:37]=[C:38]([NH:1][C@H:2]([C:13]2[N:18]([C:19]3[CH:20]=[C:21]([F:26])[CH:22]=[C:23]([F:25])[CH:24]=3)[C:17](=[O:27])[C:16]3=[C:28]([C:31]#[N:32])[CH:29]=[CH:30][N:15]3[N:14]=2)[CH2:3][CH2:4][O:5][CH2:6][C:7]2[CH:8]=[CH:9][CH:10]=[CH:11][CH:12]=2)[C:39]=1[C:40]#[N:41]. Reported procedure: In a reactor vessel (S)-2-(1-amino-3-(benzyloxy)propyl)-3-(3,5-difluorophenyl)-4-oxo-3,4-dihydropyrrolo[2,1-f][1,2,4]triazine-5-carbonitrile (42 mg, 0.1 mmol) and 4-amino-6-chloropyrimidine-5-carbonitrile (16 mg, 0.1 mmol) were dissolved in 1-butanol (840 μl) under argon atmosphere. N,N-Diisopropylethylamine (76 μl, 0.87 mmol) was added and the reaction mixture was heated at 120° C. overnight. Further N,N-diisopropylethylamine (76 μl, 0.87 mmol) was added afterwards and the reaction mixture was ...